describe an organic reaction: reactants, conditions, products, and yield From a dataset of the Open Reaction Database (ORD), a public repository of structured organic reaction records. As a reaction SMILES: [C:33](=[O:34])([O-:35])[O-:36].[CH2:20]([c:21]1[cH:22][cH:23][cH:24][cH:25][cH:26]1)[CH:27]1[CH2:28][CH2:29][NH:30][CH2:31][CH2:32]1.[CH3:1][S:2]([O:3][CH2:6][CH2:7][S:8](=[O:9])(=[O:10])[c:11]1[cH:12][c:13]([N+:17](=[O:18])[O-:19])[cH:14][cH:15][cH:16]1)(=[O:4])=[O:5].[CH3:39][C:40]#[N:41].[K+:37].[K+:38]>>[CH2:6]([CH2:7][S:8](=[O:9])(=[O:10])[c:11]1[cH:12][c:13]([N+:17](=[O:18])[O-:19])[cH:14][cH:15][cH:16]1)[N:30]1[CH2:29][CH2:28][CH:27]([CH2:20][c:21]2[cH:22][cH:23][cH:24][cH:25][cH:26]2)[CH2:32][CH2:31]1. The product is O=[N+]([O-])c1cccc(S(=O)(=O)CCN2CCC(Cc3ccccc3)CC2)c1. Starting materials: O=C([O-])[O-], c1ccc(CC2CCNCC2)cc1, CS(=O)(=O)OCCS(=O)(=O)c1cccc([N+](=O)[O-])c1, CC#N, [K+], [K+].